From a dataset of the Open Reaction Database (ORD), a public repository of structured organic reaction records. describe an organic reaction: reactants, conditions, products, and yield Starting materials: [Na+].[Cl-] (NaCl), C(C)OCC (ethyl ether), C(C)OC(C(=O)C1=C(C=C(C=C1)Cl)Cl)=O ((2,4-dichloro-phenyl)-oxo-acetic acid ethyl ester), triethyl phosphonoacetate, C(C)O (ethanol). Conditions: temperature 25 celsius. Yields the product ( E ), C(C)OC(C(=CC(=O)OCC)C1=C(C=C(C=C1)Cl)Cl)=O (2-(2,4-dichlorophenyl)-butendioic acid diethyl ester). The yield is 53.0%. Reaction SMILES: [CH2:1]([O:3][C:4](=[O:15])[C:5]([C:7]1[CH:12]=[CH:11][C:10]([Cl:13])=[CH:9][C:8]=1[Cl:14])=O)[CH3:2].[Na+].[Cl-].[CH2:18]([O:20][CH2:21][CH3:22])[CH3:19].C([OH:25])C>>[CH2:1]([O:3][C:4](=[O:15])[C:5]([C:7]1[CH:12]=[CH:11][C:10]([Cl:13])=[CH:9][C:8]=1[Cl:14])=[CH:19][C:18]([O:20][CH2:21][CH3:22])=[O:25])[CH3:2] |f:1.2|. Reported procedure: An ethanolic solution of sodium ethylate, obtained from sodium (3.35 g; 0.1457 moles) and dry ethanol (276 ml), kept under stirring in inert atmosphere, was added at 20° C. with a solution of (2,4-dichloro-phenyl)-oxo-acetic acid ethyl ester obtained as described in example 2 (36 g; 0.147 moles), and triethyl phosphonoacetate (34.2 g; 0.152 moles) in dry ethanol (70 ml). The reaction mixture was then brought and kept at reflux for 16-20 hours. After cooling to 25° C., the mixture was poured unde... As a reaction SMILES: Cl.[C]=O.[CH3:4][O:5][C:6]1[CH:7]=[C:8]2[C:13](=[CH:14][CH:15]=1)[CH:12]=[C:11]([CH:16](C)[C:17](O)=O)[CH:10]=[CH:9]2>Cl[Pd]Cl.C1COCC1>[CH3:4][O:5][C:6]1[CH:7]=[C:8]2[C:13](=[CH:14][CH:15]=1)[CH:12]=[C:11]([CH:16]=[CH2:17])[CH:10]=[CH:9]2 |^3:1|. Reagents/catalysts: Cl[Pd]Cl (PdCl2). Reactants: THF-DEK-MVN, [C]=O (carbon monoxide), [C]=O (carbon monoxide), COC=1C=C2C=CC(=CC2=CC1)C(C(=O)O)C ((±)-2-(6-methoxy-2-naphthyl)propionic acid), CuCl2, Cl (HCl), [C]=O (carbon monoxide). Procedure: Charged to a 1000-gallon reactor are the filtered THF-DEK-MVN solution produced in the above procedure containing 550 kg of MVN, 825 kg of DEK, and 825 kg of THF, followed by 0.3 kg of PdCl2, 0.64 kg of CuCl2, 3.1 kg of NMDP, and 200 kg of 10 wt % HCl. The reactor is then pressured to 100 psig with carbon monoxide and the reactor temperature is adjusted to 70° C. The reactor is then pressured to 360 psig with carbon monoxide and held at this pressure until the uptake of carbon monoxide is comple... Yields the product COC=1C=C2C=CC(=CC2=CC1)C=C (6-Methoxy-2-Vinylnaphthalene). The solvent is C1CCOC1 (THF). The reactants are C(C1=CC=CC=C1)C=1C(=NC2=CC=CC=C2C1)C(C(C)C)N1C(C2=CC=CC=C2C1=O)=O (2-[1-(3-benzylquinolin-2-yl)-2-methylpropyl]-1H-isoindole-1,3(2H)-dione), NN (hydrazine), NN (hydrazine). The solvent is C(C)O (ethanol). Product: C(C1=CC=CC=C1)C=1C(=NC2=CC=CC=C2C1)C(C(C)C)N (1-(3-benzylquinolin-2-yl)-2-methylpropan-1-amine). The yield is 49.3%. As a reaction SMILES: [CH2:1]([C:8]1[C:9]([CH:18]([N:22]2C(=O)C3C(=CC=CC=3)C2=O)[CH:19]([CH3:21])[CH3:20])=[N:10][C:11]2[C:16]([CH:17]=1)=[CH:15][CH:14]=[CH:13][CH:12]=2)[C:2]1[CH:7]=[CH:6][CH:5]=[CH:4][CH:3]=1.NN>C(O)C>[CH2:1]([C:8]1[C:9]([CH:18]([NH2:22])[CH:19]([CH3:20])[CH3:21])=[N:10][C:11]2[C:16]([CH:17]=1)=[CH:15][CH:14]=[CH:13][CH:12]=2)[C:2]1[CH:3]=[CH:4][CH:5]=[CH:6][CH:7]=1. Procedure: To a solution of 1-(3-benzylquinolin-2-yl)-2-methylpropan-1-amine 14 (91 mg, 1 eq.) in ethanol (2 ml), was added hydrazine (10 μl, 1.5 eq). The reaction was stirred at room temperature for an hour but very little product was detected. It was heated to 40° C. for 3 h and the 27% starting material was detected. More hydrazine (10 μl, 1.5 eq) was added and the reaction mixture was stirred for another half hour. The precipitate was filtered through a PTFE filter and washed with more CH2Cl2. The filt... The reactants are [Li]CCCC, C1CCOC1, COP(C)(=O)OC, CCCCC#CCC(C)C(=O)OCC, CC(=O)O, CCCCCC, O. The product is CCCCC#CCC(C)C(=O)CP(=O)(OC)OC. Reaction SMILES: [CH2:1]([Li:2])[CH2:3][CH2:4][CH3:5].[CH2:33]1[O:34][CH2:35][CH2:36][CH2:37]1.[CH3:12][P:13]([O:14][CH3:15])([O:16][CH3:17])=[O:18].[CH3:19][CH:20]([C:21](=[O:22])[O:23][CH2:24][CH3:25])[CH2:26][C:27]#[C:28][CH2:29][CH2:30][CH2:31][CH3:32].[CH3:39][C:40](=[O:41])[OH:42].[CH3:6][CH2:7][CH2:8][CH2:9][CH2:10][CH3:11].[OH2:38]>>[CH2:12]([P:13]([O:14][CH3:15])([O:16][CH3:17])=[O:18])[C:21]([CH:20]([CH3:19])[CH2:26][C:27]#[C:28][CH2:29][CH2:30][CH2:31][CH3:32])=[O:22]. The reactants are BrC1=C(C=O)C=CC=C1 (o-Bromobenzaldehyde), CN (methylamine), [BH4-].[Na+] (NaBH4). Run in C1CCOC1 (THF). Run at time 8 hour. Product: CNCC1=C(C=CC=C1)Br (N-methyl-2-bromobenzylamine). The yield is 58.0%. RXN SMILES: [Br:1][C:2]1[CH:9]=[CH:8][CH:7]=[CH:6][C:3]=1[CH:4]=O.[CH3:10][NH2:11].[BH4-].[Na+]>C1COCC1>[CH3:10][NH:11][CH2:4][C:3]1[CH:6]=[CH:7][CH:8]=[CH:9][C:2]=1[Br:1] |f:2.3|. Procedure details: 29.4 g of o-Bromobenzaldehyde and 81 ml of aqueous, 40% methylamine solution are combined with 238 ml of THF and at RT 19 g of NaBH4 are added in batches within 25 minutes. The mixture is left to stand overnight at RT, concentrated using a rotary evaporator, and the residue is stirred into ice water. The aqueous phase is extracted twice with ether and the combined ether phases are evaporated down under reduced pressure. After chromatography on silica gel with ethyl acetate or ethyl acetate/metha... Isolated yield 99.1%. Reported procedure: 2-Fluorobenzonitrile (15.7 mL, 149 mmol) and 4-(methylsulfanyl)phenol (25 g, 178 mmol) were dissolved in DMF (500 mL) and K2CO3 (61.8 g, 447 mmol) was then added. The mixture was heated at 100° C. for 16 h under a nitrogen atmosphere. After cooling to room temperature the mixture was evaporated to dryness and then partitioned between ether (1 L) and water (2 L). The organic layer was separated, washed with 2M NaOH (500 mL), 10% (aq) K2CO3 (500 mL), dried (MgSO4) and evaporated to give a light br... Run at temperature 100 celsius. Reactants: FC1=C(C#N)C=CC=C1 (2-Fluorobenzonitrile), CSC1=CC=C(C=C1)O (4-(methylsulfanyl)phenol), C(=O)([O-])[O-].[K+].[K+] (K2CO3). RXN SMILES: F[C:2]1[CH:9]=[CH:8][CH:7]=[CH:6][C:3]=1[C:4]#[N:5].[CH3:10][S:11][C:12]1[CH:17]=[CH:16][C:15]([OH:18])=[CH:14][CH:13]=1.C([O-])([O-])=O.[K+].[K+]>CN(C=O)C>[CH3:10][S:11][C:12]1[CH:17]=[CH:16][C:15]([O:18][C:2]2[CH:9]=[CH:8][CH:7]=[CH:6][C:3]=2[C:4]#[N:5])=[CH:14][CH:13]=1 |f:2.3.4|. The solvent is CN(C)C=O (DMF). Yields the product CSC1=CC=C(OC2=C(C#N)C=CC=C2)C=C1 (2-[4-(Methylsulfanyl)phenoxy]benzonitrile). RXN SMILES: [N:1]1([C:5]2[N:14]=[C:13]3[C:8]([C:9](=[O:29])[C:10]([C:26]([OH:28])=[O:27])=[CH:11][N:12]3CC3C=CC(OC)=CC=3OC)=[CH:7][C:6]=2[F:30])[CH2:4][CH2:3][CH2:2]1>FC(F)(F)C(O)=O>[N:1]1([C:5]2[N:14]=[C:13]3[C:8]([C:9](=[O:29])[C:10]([C:26]([OH:28])=[O:27])=[CH:11][NH:12]3)=[CH:7][C:6]=2[F:30])[CH2:4][CH2:3][CH2:2]1. The reactants are N1(CCC1)C1=C(C=C2C(C(=CN(C2=N1)CC1=C(C=C(C=C1)OC)OC)C(=O)O)=O)F (7-azetidin-1-yl-1-(2,4-dimethoxybenzyl)-6-fluoro-4-oxo-1,4-dihydro-1,8-naphthyridine-3-carboxylic acid). The solvent is FC(C(=O)O)(F)F (trifluoroacetic acid). The product is N1(CCC1)C1=C(C=C2C(C(=CNC2=N1)C(=O)O)=O)F (7-azetidin-1-yl-6-fluoro-4-oxo-1,4-dihydro-1,8-naphthyridine-3-carboxylic acid). Reported procedure: A solution of EXAMPLE 7H (1 g) in trifluoroacetic acid (10 mL) was heated at 50° C. for 3 hours and concentrated; and the concentrate was azeotroped with toluene and triturated with acetonitrile. NMR (300 MHz, DMSO-d6) δ 15.51 (s, 1H), 13.28 (br s, 1H), 8.42 (s, 1H), 7.92 (m, 1H), 4.40-4.20 (m, 4H), 2.43 (m, 2H).